From a dataset of the Open Reaction Database (ORD), a public repository of structured organic reaction records. describe an organic reaction: reactants, conditions, products, and yield Solvent: C(C)#N (acetonitrile). Product: COC(C1=CC(=CC(=C1)C=C)[N+](=O)[O-])=O (3-Nitro-5-vinylbenzoic acid methyl ester). Reactants: COC(C1=CC(=CC(=C1)C=C[Si](C)(C)C)[N+](=O)[O-])=O (3-Nitro-5-(2-trimethylsilylvinyl)benzoic acid methyl ester), Cl (HCl). As a reaction SMILES: [CH3:1][O:2][C:3](=[O:19])[C:4]1[CH:9]=[C:8]([CH:10]=[CH:11][Si](C)(C)C)[CH:7]=[C:6]([N+:16]([O-:18])=[O:17])[CH:5]=1.Cl>C(#N)C>[CH3:1][O:2][C:3](=[O:19])[C:4]1[CH:9]=[C:8]([CH:10]=[CH2:11])[CH:7]=[C:6]([N+:16]([O-:18])=[O:17])[CH:5]=1. Procedure: 3-Nitro-5-(2-trimethylsilylvinyl)benzoic acid methyl ester (2.44 g, 8.71 mmol) was dissolved in acetonitrile (150 ml), the solution was heated to reflux temperature and HCl gas was bubbled through the solution until the starting material had disappeared according to HPLC analysis. The solution was allowed to cool and the solvent was removed by evaporation. The residue was >95% pure according to HPLC and was used without further purification. Yield: 2.02 g (89%). Reactants: FC(C(=O)O)(F)F (trifluoroacetic acid), [Cl-].[In+3].[Cl-].[Cl-] (indium(III) chloride), OC(C)(C1=CC=C(C=C1)C(F)(F)F)C1C(C1)C#N (2-{1-Hydroxy-1-[4-(trifluoromethyl)phenyl]ethyl}cyclopropanecarbonitrile), CSCC=1C=CC=C2C=CNC12 (7-[(Methylsulfanyl)methyl]-1H-indole). Run in ClCCl (dichloromethane). Reaction SMILES: FC(F)(F)C(O)=O.[Cl-].[In+3].[Cl-].[Cl-].O[C:13]([CH:25]1[CH2:27][CH:26]1[C:28]#[N:29])([C:15]1[CH:20]=[CH:19][C:18]([C:21]([F:24])([F:23])[F:22])=[CH:17][CH:16]=1)[CH3:14].[CH3:30][S:31][CH2:32][C:33]1[CH:34]=[CH:35][CH:36]=[C:37]2[C:41]=1[NH:40][CH:39]=[CH:38]2>ClCCl>[CH3:30][S:31][CH2:32][C:33]1[CH:34]=[CH:35][CH:36]=[C:37]2[C:41]=1[NH:40][CH:39]=[C:38]2[C:13]([CH:25]1[CH2:27][CH:26]1[C:28]#[N:29])([C:15]1[CH:16]=[CH:17][C:18]([C:21]([F:22])([F:23])[F:24])=[CH:19][CH:20]=1)[CH3:14] |f:1.2.3.4|. The product is CSCC=1C=CC=C2C(=CNC12)C(C)(C1=CC=C(C=C1)C(F)(F)F)C1C(C1)C#N (2-(1-{7-[(Methylsulfanyl)methyl]-1H-indol-3-yl}-1-[4-(trifluoromethyl)phenyl]ethyl)cyclopropanecarbonitrile). Reported procedure: 0.02 ml (0.24 mmol) of trifluoroacetic acid and 43.3 mg (0.20 mmol) of indium(III) chloride were added to 50.0 mg (0.20 mmol) of the compound from Example 132A and 69.5 mg (0.39 mmol) of the compound from Example 8A in 2 ml of dichloromethane at RT, and the mixture was heated under reflux overnight. It was concentrated and the residue was purified by preparative HPLC (RP18 column; mobile phase: acetonitrile/water gradient with addition of 0.1% formic acid) to result in 9.0 mg (11% of theory) of ... Starting materials: C(=O)(O)C1=CC=C(C=C1)C=1N=CC(NC1)=O (5-(4-carboxyphenyl)pyrazin-2(1H)-one), CO (methanol), Cl (hydrogen chloride). Product: COC(=O)C1=CC=C(C=C1)C=1N=CC(NC1)=O (5-(4-Methoxycarbonylphenyl)pyrazin-2(1H)-one). As a reaction SMILES: [C:1]([C:4]1[CH:9]=[CH:8][C:7]([C:10]2[N:11]=[CH:12][C:13](=[O:16])[NH:14][CH:15]=2)=[CH:6][CH:5]=1)([OH:3])=[O:2].Cl.[CH3:18]O>>[CH3:18][O:2][C:1]([C:4]1[CH:5]=[CH:6][C:7]([C:10]2[N:11]=[CH:12][C:13](=[O:16])[NH:14][CH:15]=2)=[CH:8][CH:9]=1)=[O:3]. Reported procedure: A mixture of 5-(4-carboxyphenyl)pyrazin-2(1H)-one (1.2 g) and anhydrous methanol was stirred with heating under reflux while a gentle steam of dry hydrogen chloride gas was passed through the solution. After two hours the solvent was evaporated under reduced pressure and the residue was purified by elution from a silica gel column with chloroform/methanol mixtures followed by crystallisation from methanol. This afforded the title compound as a crystalline solid (0.8 g); m.p. 240°-242° C. Starting materials: COc1ccccc1C1(N2CCCCC2C(=O)OCc2ccccc2)C(=O)Nc2ccc(Cl)cc21, COc1cccc(OC(F)(F)F)c1, O=S(=O)(Cl)Cl. The product is COc1ccc(S(=O)(=O)N2C(=O)C(c3ccccc3OC)(N3CCCCC3C(=O)OCc3ccccc3)c3cc(Cl)ccc32)c(OC(F)(F)F)c1. RXN SMILES: [CH2:1]([c:2]1[cH:3][cH:4][cH:5][cH:6][cH:7]1)[O:8][C:9](=[O:10])[CH:11]1[N:12]([C:17]2([c:28]3[c:29]([O:34][CH3:35])[cH:30][cH:31][cH:32][cH:33]3)[C:18](=[O:27])[NH:19][c:20]3[cH:21][cH:22][c:23]([Cl:26])[cH:24][c:25]32)[CH2:13][CH2:14][CH2:15][CH2:16]1.[CH3:41][O:42][c:43]1[cH:44][c:45]([O:49][C:50]([F:51])([F:52])[F:53])[cH:46][cH:47][cH:48]1.[S:36](=[O:37])(=[O:38])([Cl:39])[Cl:40]>>[CH2:1]([c:2]1[cH:3][cH:4][cH:5][cH:6][cH:7]1)[O:8][C:9](=[O:10])[CH:11]1[N:12]([C:17]2([c:28]3[c:29]([O:34][CH3:35])[cH:30][cH:31][cH:32][cH:33]3)[C:18](=[O:27])[N:19]([S:36](=[O:37])(=[O:38])[c:46]3[c:45]([O:49][C:50]([F:51])([F:52])[F:53])[cH:44][c:43]([O:42][CH3:41])[cH:48][cH:47]3)[c:20]3[cH:21][cH:22][c:23]([Cl:26])[cH:24][c:25]32)[CH2:13][CH2:14][CH2:15][CH2:16]1. Reactants: Boc-piperidine boronic ester, C([O-])([O-])=O.[K+].[K+] (potassium carbonate), BrC=1C=CC=C2C=CN=CC12 (8-Bromoisoquinoline), CN(C)C=O (DMF). Reagents/catalysts: [CH-]1C=CC(=C1)P(C2=CC=CC=C2)C3=CC=CC=C3.[CH-]1C=CC(=C1)P(C2=CC=CC=C2)C3=CC=CC=C3.Cl[Pd]Cl.[Fe+2] (dichloro(1,1′-bis(diphenylphosphino)ferrocene)palladium (II) dichloromethane adduct). The solvent is C(Cl)Cl (DCM). Conditions: temperature 90 celsius. The product is C(C)(C)(C)OC(=O)N1CC=C(CC1)C=1C=CC=C2C=CN=CC12 (8-(1-t-butyloxycarbonyl-1,2,5,6-tetrahydropyridin-4-yl)isoquinoline). Isolated yield 73.0%. Reaction SMILES: Br[C:2]1[CH:3]=[CH:4][CH:5]=[C:6]2[C:11]=1[CH:10]=[N:9][CH:8]=[CH:7]2.[C:12](=[O:15])([O-])[O-:13].[K+].[K+].[CH3:18][N:19]([CH:21]=O)C>C(Cl)Cl.[CH-]1C=C(P(C2C=CC=CC=2)C2C=CC=CC=2)C=C1.[CH-]1C=C(P(C2C=CC=CC=2)C2C=CC=CC=2)C=C1.Cl[Pd]Cl.[Fe+2]>[C:6]([O:13][C:12]([N:19]1[CH2:21][CH2:4][C:3]([C:2]2[CH:3]=[CH:4][CH:5]=[C:6]3[C:11]=2[CH:10]=[N:9][CH:8]=[CH:7]3)=[CH:2][CH2:18]1)=[O:15])([CH3:11])([CH3:7])[CH3:5] |f:1.2.3,6.7.8.9|. Procedure: 8-Bromoisoquinoline (300 mg, 1.44 mmol) is dissolved in DMF (8.7 mL). To the solution is added Boc-piperidine boronic ester (405 mg, 1.31 mmol), dichloro(1,1′-bis(diphenylphosphino)ferrocene)palladium (II) dichloromethane adduct (58 mg, 0.079 mmol) and potassium carbonate (544 mg, 3.93 mmol). The mixture is heated to about 90° C. overnight and cooled, which is then diluted with DCM and filtered through celite. The filtrate is concentrated under vacuum to remove DCM and partitioned between EtOAc ... Reactants: Pd on-carbon, N(C)(CC(=O)N[C@@H](CC1=CNC=N1)C(=O)N[C@@H](CCCCNC(=O)OC(C)(C)C)C(=O)OC)C(=O)OCC1=CC=CC=C1 (Z-Sar-His-Lys(Boc)-OMe), C(=O)=O (CO2). Run in CO (MeOH). The product is N(C)CC(=O)N[C@@H](CC1=CNC=N1)C(=O)N[C@@H](CCCCNC(=O)OC(C)(C)C)C(=O)OC (H-Sar-His-Lys(Boc)-OMe). Reaction SMILES: [N:1](C(OCC1C=CC=CC=1)=O)([CH2:3][C:4]([NH:6][C@H:7]([C:14]([NH:16][C@H:17]([C:30]([O:32][CH3:33])=[O:31])[CH2:18][CH2:19][CH2:20][CH2:21][NH:22][C:23]([O:25][C:26]([CH3:29])([CH3:28])[CH3:27])=[O:24])=[O:15])[CH2:8][C:9]1[N:13]=[CH:12][NH:11][CH:10]=1)=[O:5])[CH3:2].C(=O)=O>CO>[NH:1]([CH2:3][C:4]([NH:6][C@H:7]([C:14]([NH:16][C@H:17]([C:30]([O:32][CH3:33])=[O:31])[CH2:18][CH2:19][CH2:20][CH2:21][NH:22][C:23]([O:25][C:26]([CH3:29])([CH3:28])[CH3:27])=[O:24])=[O:15])[CH2:8][C:9]1[N:13]=[CH:12][NH:11][CH:10]=1)=[O:5])[CH3:2]. Procedure: 390 mg of Z-Sar-His-Lys(Boc)-OMe are dissolved in 10 ml of 95% strength MeOH and, after the addition of 40 mg of Pd-on-carbon, hydrogenated with CO2 -absorption until saturation. The catalyst is filtered off, the filtrate is concentrated to dryness and the amorphous residue is dried to constant weight in a high vacuum at 40°, yielding H-Sar-His-Lys(Boc)-OMe; Rf (G)=0.1; Rf (E)=0.25. The reactants are C(C=C)OC=1C=C(C(=O)OC)C=CC1C=C (methyl 3-(allyloxy)-4-vinylbenzoate). The reagents and catalysts are C1CCC(CC1)P(C2CCCCC2)C3CCCCC3.C1CCC(CC1)P(C2CCCCC2)C3CCCCC3.C1=CC=C(C=C1)C=[Ru](Cl)Cl (benzylidene-bis(tricyclohexylphosphine)dichlororuthenium). The solvent is C(Cl)Cl (CH2Cl2). Run at time 2 hour. Product: O1CC=CC2=CC=C(C=C12)C(=O)OC (methyl 2H-chromene-7-carboxylate). Yield: 63.1%. RXN SMILES: [CH2:1]([O:4][C:5]1[CH:6]=[C:7]([CH:12]=[CH:13][C:14]=1[CH:15]=[CH2:16])[C:8]([O:10][CH3:11])=[O:9])C=C>C(Cl)Cl.C1CCC(P(C2CCCCC2)C2CCCCC2)CC1.C1CCC(P(C2CCCCC2)C2CCCCC2)CC1.C1C=CC(C=[Ru](Cl)Cl)=CC=1>[O:4]1[C:5]2[C:14](=[CH:13][CH:12]=[C:7]([C:8]([O:10][CH3:11])=[O:9])[CH:6]=2)[CH:15]=[CH:16][CH2:1]1 |f:2.3.4|. Procedure details: To a stirred solution of methyl 3-(allyloxy)-4-vinylbenzoate (0.67 g, 3.1 mmol) in CH2Cl2 (20 mL) at rt is added benzylidene-bis(tricyclohexylphosphine)dichlororuthenium (63 mg, 0.076 mmol). The mixture is stirred at rt for 2 h. The reaction mixture is concentrated in vacuo to a dark residue. The crude product is purified by flash chromatography on SiO2. Elution with hexanes-EtOAc (95:5) gives 372 mg (64%) of methyl 2H-chromene-7-carboxylate as a clear oil: 1H NMR (400 MHz, CDCl3) δ 7.56, 7.46, ... Reactants: C, CC(=O)OCC1CC(O)CN1C(=O)OCc1ccccc1, CCO, Cl, [H][H], [Pd]. The product is Cl, CC(=O)OCC1CC(O)CN1. RXN SMILES: [C:28].[CH2:1]([O:2][C:3](=[O:4])[N:11]1[CH:12]([CH2:17][O:18][C:19]([CH3:20])=[O:21])[CH2:13][CH:14]([OH:16])[CH2:15]1)[c:5]1[cH:6][cH:7][cH:8][cH:9][cH:10]1.[CH3:25][CH2:26][OH:27].[ClH:22].[H:23][H:24].[Pd:29]>>[ClH:22].[NH:11]1[CH:12]([CH2:17][O:18][C:19]([CH3:20])=[O:21])[CH2:13][CH:14]([OH:16])[CH2:15]1. Reactants: CN1CCN(CC1)C=1OC2=C(N1)C=CC=C2 (2-(4-methyl-1-piperazinyl)benzoxazole), CI (methyl iodide). Solvent: CN(C)C=O (DMF). Run at time 1 hour. Product: [I-].C[N+]1(CCN(CC1)C=1OC2=C(N1)C=CC=C2)C (1,1-Dimethyl-4-(benzoxazol-2-yl)piperazinium iodide). RXN SMILES: [CH3:1][N:2]1[CH2:7][CH2:6][N:5]([C:8]2[O:9][C:10]3[CH:16]=[CH:15][CH:14]=[CH:13][C:11]=3[N:12]=2)[CH2:4][CH2:3]1.[CH3:17][I:18]>CN(C=O)C>[I-:18].[CH3:1][N+:2]1([CH3:17])[CH2:3][CH2:4][N:5]([C:8]2[O:9][C:10]3[CH:16]=[CH:15][CH:14]=[CH:13][C:11]=3[N:12]=2)[CH2:6][CH2:7]1 |f:3.4|. Reported procedure: A 435 mg portion of 2-(4-methyl-1-piperazinyl)benzoxazole was dissolved in 6 ml of DMF. Under cooling with ice, 0.19 ml of methyl iodide was added to the thus prepared solution, and the reaction was carried out for 1 hour at the same temperature and then for 1 hour at room temperature. The reaction solution was concentrated under a reduced pressure, and 4 ml of acetone was added to the resulting residue. The precipitate thus formed was collected by filtration, washed with acetone and then dried ... Reactants: BrC1=CN=C(S1)N1C2CN3CC(CC(C1)C3)C2 (4-(5-bromo-1,3-thiazol-2-yl)-1,4-diazatricyclo[4.3.1.13,8]undecane), COC1=CC=C(C=C1)B(O)O (4-methoxyphenylboronic acid). Yields the product COC1=CC=C(C=C1)C1=CN=C(S1)N1C2CN3CC(CC(C1)C3)C2 (4-[5-(4-methoxyphenyl)-1,3-thiazol-2-yl]-1,4-diazatricyclo[4.3.1.13,8]undecane). As a reaction SMILES: Br[C:2]1[S:6][C:5]([N:7]2[CH2:15][CH:14]3[CH2:16][N:10]4[CH2:11][CH:12]([CH2:17][CH:8]2[CH2:9]4)[CH2:13]3)=[N:4][CH:3]=1.[CH3:18][O:19][C:20]1[CH:25]=[CH:24][C:23](B(O)O)=[CH:22][CH:21]=1>>[CH3:18][O:19][C:20]1[CH:25]=[CH:24][C:23]([C:2]2[S:6][C:5]([N:7]3[CH2:15][CH:14]4[CH2:16][N:10]5[CH2:11][CH:12]([CH2:17][CH:8]3[CH2:9]5)[CH2:13]4)=[N:4][CH:3]=2)=[CH:22][CH:21]=1. Reported procedure: The title compound was prepared from the product of Example 105A and 4-methoxyphenylboronic acid according to General Method C: 1H NMR (500 MHz, CDCl3) δ ppm 7.35 (d, 2 H), 7.28 (s, 1 H), 6.88 (d, 2 H), 4.75-4.71 (m, 1 H), 3.64-3.59 (q, 2 H), 3.48-3.40 (q, 2 H), 3.08-3.05 (m, 4 H), 2.29-2.18 (m, 3 H), 1.88-1.80 (m, 3 H); LC-MS Method D (ESI+) m/z 342.0 (M+H)+, retention time 1.44 minutes.